Task: describe an organic reaction: reactants, conditions, products, and yield. Dataset: the Open Reaction Database (ORD), a public repository of structured organic reaction records Starting materials: 12(iii), solution, [F-].C(CCC)[N+](CCCC)(CCCC)CCCC (tetrabutylammonium fluoride), C(C1=CC=CC=C1)OC(=O)N1[C@@H](C[C@@H](C1)SC)CO[Si](C)(C)C(C)(C)C ((2S,4S)-1-benzyloxycarbonyl-2-(t-butyldimethylsilyloxy)methyl-4-methylthiopyrrolidine). The solvent is O1CCCC1 (tetrahydrofuran), O1CCCC1 (tetrahydrofuran). Conditions: time 8 hour. Yields the product C(C1=CC=CC=C1)OC(=O)N1[C@@H](C[C@@H](C1)SC)CO ((2S,4S)-1-Benzyloxycarbonyl-2-hydroxymethyl-4-methylthiopyrrolidine). Yield: 100.0%. As a reaction SMILES: [F-].C([N+](CCCC)(CCCC)CCCC)CCC.[CH2:19]([O:26][C:27]([N:29]1[CH2:33][C@@H:32]([S:34][CH3:35])[CH2:31][C@H:30]1[CH2:36][O:37][Si](C(C)(C)C)(C)C)=[O:28])[C:20]1[CH:25]=[CH:24][CH:23]=[CH:22][CH:21]=1>O1CCCC1>[CH2:19]([O:26][C:27]([N:29]1[CH2:33][C@@H:32]([S:34][CH3:35])[CH2:31][C@H:30]1[CH2:36][OH:37])=[O:28])[C:20]1[CH:25]=[CH:24][CH:23]=[CH:22][CH:21]=1 |f:0.1|. Reported procedure: 85.5 ml (85.5 mmol) of a 1M solution of tetrabutylammonium fluoride in tetrahydrofuran were added to a solution of 30.74 g (77.7 mmol) of (2S,4S)-1-benzyloxycarbonyl-2-(t-butyldimethylsilyloxy)methyl-4-methylthiopyrrolidine [obtained as described in Preparative Example in 12(iii)′ above] in 155 ml of tetrahydrofuran, and the resulting mixture was stirred at room temperature overnight. At the end of this time, the reaction mixture was concentrated by evaporation under reduced pressure and the res... Procedure: To a solution of 4-amino-3-(4-methanesulfonyl-phenyl)-isoxazole-5-carboxylic acid ethyl ester (4.0 g, 12.9 mmol) in methanol (50 mL) and THF (50 mL), was added a NH4OH solution (100 mL) at room temperature. The reaction was stirred for 24 h. The precipitates were filtered and washed with H2O (100 mL). The compound was dried in vacuo to afford the crude product which was used for the next step without further purification. LCMS 282.1 [M+H]. The product is NC=1C(=NOC1C(=O)N)C1=CC=C(C=C1)S(=O)(=O)C (4-Amino-3-(4-methanesulfonyl-phenyl)-isoxazole-5-carboxylic acid amide). RXN SMILES: C([O:3][C:4]([C:6]1[O:10][N:9]=[C:8]([C:11]2[CH:16]=[CH:15][C:14]([S:17]([CH3:20])(=[O:19])=[O:18])=[CH:13][CH:12]=2)[C:7]=1[NH2:21])=O)C.[NH4+:22].[OH-]>CO.C1COCC1>[NH2:21][C:7]1[C:8]([C:11]2[CH:16]=[CH:15][C:14]([S:17]([CH3:20])(=[O:19])=[O:18])=[CH:13][CH:12]=2)=[N:9][O:10][C:6]=1[C:4]([NH2:22])=[O:3] |f:1.2|. The solvent is CO (methanol), C1CCOC1 (THF). Reaction conditions: time 24 hour. The reactants are C(C)OC(=O)C1=C(C(=NO1)C1=CC=C(C=C1)S(=O)(=O)C)N (4-amino-3-(4-methanesulfonyl-phenyl)-isoxazole-5-carboxylic acid ethyl ester), [NH4+].[OH-] (NH4OH).